From a dataset of the Open Reaction Database (ORD), a public repository of structured organic reaction records. describe an organic reaction: reactants, conditions, products, and yield The reactants are C(#N)C1=CC=C(CBr)C=C1 (4-cyano-benzylbromide), O (Water), OC=1C(=NC=CC1)CC=1NC=CN1 (3-hydroxy-2-(1-imidazolylmethyl)-pyridine), [H-].[Na+] (Sodium hydride). Run in CN(C=O)C (N,N-dimethylformamide), CN(C=O)C (N,N-dimethylformamide). Run at temperature 0 celsius, time 8 hour. Product: C(#N)C1=CC=C(COC=2C(=NC=CC2)CC=2NC=CN2)C=C1 (3-(4-cyanobenzyloxy)-2-(1-imidazolylmethyl)pyridine). Isolated yield 120.7%. As a reaction SMILES: [OH:1][C:2]1[C:3]([CH2:8][C:9]2[NH:10][CH:11]=[CH:12][N:13]=2)=[N:4][CH:5]=[CH:6][CH:7]=1.[H-].[Na+].[C:16]([C:18]1[CH:25]=[CH:24][C:21]([CH2:22]Br)=[CH:20][CH:19]=1)#[N:17].O>CN(C)C=O>[C:16]([C:18]1[CH:25]=[CH:24][C:21]([CH2:22][O:1][C:2]2[C:3]([CH2:8][C:9]3[NH:13][CH:12]=[CH:11][N:10]=3)=[N:4][CH:5]=[CH:6][CH:7]=2)=[CH:20][CH:19]=1)#[N:17] |f:1.2|. Procedure: A solution of 3-hydroxy-2-(1-imidazolylmethyl)-pyridine (6.0 g) in dry N,N-dimethylformamide (100 ml) was cooled to 5° C. and stirred under nitrogen. Sodium hydride (1.8 g as a dispersion in mineral oil) was added and the mixture was stirred for 1 hour at room temperature and then cooled to 0° C. A solution of 4-cyano-benzylbromide (6.8 g) in dry N,N-dimethylformamide (25 ml) was added and the mixture stirred at room temperature for a further 3 hours and allowed to stand overnight. Water (250 ml...